Dataset: the Open Reaction Database (ORD), a public repository of structured organic reaction records. Task: describe an organic reaction: reactants, conditions, products, and yield Starting materials: [Br-], CC(C)(C)OC(=O)N1CCC(C=O)C1, C1CCOC1, CCC([Mg+])CC, [Cl-], [NH4+]. Yields the product CCC(CC)C(O)C1CCN(C(=O)OC(C)(C)C)C1. RXN SMILES: [Br-:20].[C:1]([CH3:2])([CH3:3])([CH3:4])[O:5][C:6](=[O:7])[N:8]1[CH2:9][CH:10]([CH:13]=[O:14])[CH2:11][CH2:12]1.[CH2:15]1[O:16][CH2:17][CH2:18][CH2:19]1.[CH3:21][CH2:22][CH:23]([CH2:24][CH3:25])[Mg+:26].[Cl-:27].[NH4+:28]>>[C:1]([CH3:2])([CH3:3])([CH3:4])[O:5][C:6](=[O:7])[N:8]1[CH2:9][CH:10]([CH:13]([OH:14])[CH:23]([CH2:22][CH3:21])[CH2:24][CH3:25])[CH2:11][CH2:12]1. The reactants are P(=O)([O-])([O-])[O-].[K+].[K+].[K+] (tripotassium phosphate), C1(CCCCC1)P(C1CCCCC1)C1CCCCC1 (tricyclohexylphosphine), C(C1=CC=CC=C1)OC1=C(C=C(C=C1)OC(F)(F)F)Br (1-(benzyloxy)-2-bromo-4-(trifluoromethoxy)benzene), CN1N=CC=C1B(O)O ((1-methyl-1H-pyrazol-5-yl)boronic acid). The reagents and catalysts are C1(=CC=CC=C1)\C=C\C(\C=C\C1=CC=CC=C1)=O.[Pd] ((1E,4E)-1,5-Diphenylpenta-1,4-dien-3-one palladium). Solvent: O (water), O1CCOCC1 (dioxane). Yields the product C(C1=CC=CC=C1)OC1=C(C=C(C=C1)OC(F)(F)F)C1=CC=NN1C (5-[2-(Benzyloxy)-5-(trifluoromethoxy)phenyl]-1-methyl-1H-pyrazole). Yield: 70.0%. Reaction SMILES: [CH2:1]([O:8][C:9]1[CH:14]=[CH:13][C:12]([O:15][C:16]([F:19])([F:18])[F:17])=[CH:11][C:10]=1Br)[C:2]1[CH:7]=[CH:6][CH:5]=[CH:4][CH:3]=1.[CH3:21][N:22]1[C:26](B(O)O)=[CH:25][CH:24]=[N:23]1.C1(P(C2CCCCC2)C2CCCCC2)CCCCC1.P([O-])([O-])([O-])=O.[K+].[K+].[K+]>O1CCOCC1.O.C1(/C=C/C(=O)/C=C/C2C=CC=CC=2)C=CC=CC=1.[Pd]>[CH2:1]([O:8][C:9]1[CH:14]=[CH:13][C:12]([O:15][C:16]([F:19])([F:18])[F:17])=[CH:11][C:10]=1[C:26]1[N:22]([CH3:21])[N:23]=[CH:24][CH:25]=1)[C:2]1[CH:7]=[CH:6][CH:5]=[CH:4][CH:3]=1 |f:3.4.5.6,9.10|. Procedure details: A solution of 1-(benzyloxy)-2-bromo-4-(trifluoromethoxy)benzene (Preparation 535, 3.3 g, 9.5 mmol) and (1-methyl-1H-pyrazol-5-yl)boronic acid (Preparation 403, 1.2 g, 9.5 mmol) 1,4-in dioxane (25 mL) was degassed under argon for 30 minutes. Under argon, (1E,4E)-1,5-Diphenylpenta-1,4-dien-3-one-palladium (3:2) (348 mg, 0.38 mmol) and tricyclohexylphosphine (213 mg, 0.76 mmol) were added followed by the dropwise addition of a degassed solution of tripotassium phosphate (4 g, 19 mmol) in water (12....